This data is from the Open Reaction Database (ORD), a public repository of structured organic reaction records. The task is: describe an organic reaction: reactants, conditions, products, and yield Reactants: CN(S(=O)(=O)C1=CC(=C(C=C1N1C=CC(C=C1)=O)N)N)C (4-dimethylsulfamoyl-5-(4-oxo-4H-pyridin-1-yl)-1,2-phenylenediamine), C(C(=O)O)(=O)O (oxalic acid), N (ammonia). The solvent is Cl (hydrochloric acid). The product is CN(S(=O)(=O)C=1C=C2NC(C(NC2=CC1N1C=CC(C=C1)=O)=O)=O)C (6-dimethylsulfamoyl-7-(4-oxo-4H-pyridin-1-yl)-1,4-dihydroquinoxaline-2,3-dione). Yield: 34.2%. Reaction SMILES: [CH3:1][N:2]([CH3:21])[S:3]([C:6]1[C:11]([N:12]2[CH:17]=[CH:16][C:15](=[O:18])[CH:14]=[CH:13]2)=[CH:10][C:9]([NH2:19])=[C:8]([NH2:20])[CH:7]=1)(=[O:5])=[O:4].[C:22](O)(=[O:26])[C:23](O)=[O:24].N>Cl>[CH3:1][N:2]([CH3:21])[S:3]([C:6]1[CH:7]=[C:8]2[C:9](=[CH:10][C:11]=1[N:12]1[CH:13]=[CH:14][C:15](=[O:18])[CH:16]=[CH:17]1)[NH:19][C:23](=[O:24])[C:22](=[O:26])[NH:20]2)(=[O:5])=[O:4]. Procedure: First, a mixture containing 500 mg of 4-dimethylsulfamoyl-5-(4-oxo-4H-pyridin-1-yl)-1,2-phenylenediamine, 438 mg of oxalic acid, and 10 ml of 2N hydrochloric acid was refluxed by heating in an oil bath for 3 hours. The mixture was cooled and made basic with aqueous ammonia. Precipitated crystals were filtered. Then, 534 mg of the crude crystals thus obtained were further recrystallized with dimethylformaldehyde and water to give 201 mg of 6-dimethylsulfamoyl-7-(4-oxo-4H-pyridin-1-yl)-1,4-dihydro... The reactants are [N+](=O)([O-])C1=CC=2C(N=C1)=NN(C2)C2=CC=CC=C2 (5-Nitro-2-phenyl-2H-pyrazolo [3,4-b]pyridine). Reagents/catalysts: [Pd] (palladium). The solvent is CCOC(=O)C (EtOAc), CO (MeOH). Conditions: time 1 hour. Product: C1(=CC=CC=C1)N1N=C2N=CC(=CC2=C1)N (2-Phenyl-2H-pyrazolo[3,4-b]pyridin-5-amine). Isolated yield 99.5%. As a reaction SMILES: [N+:1]([C:4]1[CH:9]=[N:8][C:7]2=[N:10][N:11]([C:13]3[CH:18]=[CH:17][CH:16]=[CH:15][CH:14]=3)[CH:12]=[C:6]2[CH:5]=1)([O-])=O>CCOC(C)=O.CO.[Pd]>[C:13]1([N:11]2[CH:12]=[C:6]3[C:7]([N:8]=[CH:9][C:4]([NH2:1])=[CH:5]3)=[N:10]2)[CH:14]=[CH:15][CH:16]=[CH:17][CH:18]=1. Procedure details: A suspension of 3B (350 mg, 1.458 mmol) and palladium (5% wt) on activated carbon (300 mg) in EtOAc(100 mL) and MeOH (200 mL) was stirred under a hydrogen balloon for 1 hour. The reaction mixture was filtered via a pad of Celite. The filtrate was concentrated under reduced pressure to give the title compound as a light brown solid (305 mg, 99% yield). LC/MS (method A): retention time=1.60 min, (M+H)+=211. The reactants are Brc1cncs1, C#CCOCCN(C(=O)C(=O)OCC)C(C)(C)C, CC(C)(C)P(C(C)(C)C)C(C)(C)C, CC(C)NC(C)C, [Cl-], [Cu]I, [NH4+], C1COCCO1. Yields the product CCOC(=O)C(=O)N(CCOCC#Cc1cncs1)C(C)(C)C. Reaction SMILES: [Br:19][c:20]1[cH:21][n:22][cH:23][s:24]1.[C:1]([CH3:2])([CH3:3])([CH3:4])[N:5]([C:6]([C:7](=[O:8])[O:9][CH2:10][CH3:11])=[O:12])[CH2:13][CH2:14][O:15][CH2:16][C:17]#[CH:18].[C:32]([P:33]([C:34]([CH3:35])([CH3:36])[CH3:37])[C:38]([CH3:39])([CH3:40])[CH3:41])([CH3:42])([CH3:43])[CH3:44].[CH:25]([NH:26][CH:27]([CH3:28])[CH3:29])([CH3:30])[CH3:31].[Cl-:45].[Cu:53][I:54].[NH4+:46].[O:47]1[CH2:48][CH2:49][O:50][CH2:51][CH2:52]1>>[C:1]([CH3:2])([CH3:3])([CH3:4])[N:5]([C:6]([C:7](=[O:8])[O:9][CH2:10][CH3:11])=[O:12])[CH2:13][CH2:14][O:15][CH2:16][C:17]#[C:18][c:20]1[cH:21][n:22][cH:23][s:24]1.